describe an organic reaction: reactants, conditions, products, and yield From a dataset of the Open Reaction Database (ORD), a public repository of structured organic reaction records. The reactants are NC=1C=C(C(=O)OC)C=C(C1N)[N+](=O)[O-] (methyl 3,4-diamino-5-nitrobenzoate), C(=O)([O-])[O-].[K+].[K+] (K2CO3), C(C)I (ethyl iodide), C(C)I (ethyl iodide). The solvent is CN(C)C=O (DMF). Run at temperature 60 celsius, time 2 hour. The product is NC1=C(C=C(C(=O)OC)C=C1[N+](=O)[O-])NCC (Methyl 4-amino-3-(ethylamino)-5-nitrobenzoate). Yield: 50.0%. As a reaction SMILES: [NH2:1][C:2]1[CH:3]=[C:4]([CH:9]=[C:10]([N+:13]([O-:15])=[O:14])[C:11]=1[NH2:12])[C:5]([O:7][CH3:8])=[O:6].C([O-])([O-])=O.[K+].[K+].[CH2:22](I)[CH3:23]>CN(C=O)C>[NH2:12][C:11]1[C:10]([N+:13]([O-:15])=[O:14])=[CH:9][C:4]([C:5]([O:7][CH3:8])=[O:6])=[CH:3][C:2]=1[NH:1][CH2:22][CH3:23] |f:1.2.3|. Procedure: To a solution of methyl 3,4-diamino-5-nitrobenzoate (D204) (1.5 g, 7.1 mmol, 1 equiv) in DMF (30 ml) at room temperature was added K2CO3 (2.2 g, 16.0 mmol, 2.25 equiv) then ethyl iodide (1.28 ml, 16.0 mmol, 2.25 equiv). The resulting suspension was stirred at 60° C. for 2 h then ethyl iodide (1 ml, 12.5 mmol, 1.8 equiv) was added and the resulting mixture stirred for another 6 h then cooled to room temperature and partitioned between AcOEt and a saturated aqueous NaHCO3 solution. The two layers ... Reactants: C(CCC)[Li] (n-butyllithium), ClC1=NC(=NC(=C1)N1CCCC1)N1CCCC1 (4-chloro-2, 6-di-1-pyrrolidinylpyrimidine), O (Water), C(C)(C)(C)N (t-butylamine). Solvent: CCCCCC (hexane), O1CCCC1 (tetrahydrofuran), O1CCCC1 (tetrahydrofuran). Reaction conditions: time 17 hour. Yields the product C(C)(C)(C)NC1=NC(=NC(=C1)N1CCCC1)N1CCCC1 (4-(t-Butylamino)-2,6-di-1-pyrrolidinylpyrimidine). Reaction SMILES: [C:1]([NH2:5])([CH3:4])([CH3:3])[CH3:2].C([Li])CCC.Cl[C:12]1[CH:17]=[C:16]([N:18]2[CH2:22][CH2:21][CH2:20][CH2:19]2)[N:15]=[C:14]([N:23]2[CH2:27][CH2:26][CH2:25][CH2:24]2)[N:13]=1.O>O1CCCC1.CCCCCC>[C:1]([NH:5][C:12]1[CH:17]=[C:16]([N:18]2[CH2:22][CH2:21][CH2:20][CH2:19]2)[N:15]=[C:14]([N:23]2[CH2:27][CH2:26][CH2:25][CH2:24]2)[N:13]=1)([CH3:4])([CH3:3])[CH3:2]. Procedure: A mixture of 21.7 g of t-butylamine in 100 mL of tetrahydrofuran is cooled to about -40° and treated over about 15 min with 170 mL of 1.6M n-butyllithium in hexane. The mixture is warmed to 0° for 2 hr, then recooled to -40° and treated over 30 min with a mixture of 25 g of 4-chloro-2, 6-di-1-pyrrolidinylpyrimidine and 50 mL of tetrahydrofuran. The mixture is allowed to warm to 20°-25° and is stirred for 16-18 hr. Water (50 mL) is then added and the mixture is concentrated under reduced pressure...